This data is from the Open Reaction Database (ORD), a public repository of structured organic reaction records. The task is: describe an organic reaction: reactants, conditions, products, and yield Reactants: CN1N=CC(=C1)CCOS(=O)(=O)C (2-(1-methyl-1H-pyrazol-4-yl)-1-mesyloxyethane), CN1N=CC(=C1)CCOS(=O)(=O)C (2-(1-methyl-1H-pyrazol-4-yl)-1-mesyloxyethane), FC1=CC=C(C(=O)NC=2C=C3C=4CC(CCC4NC3=CC2)N)C=C1 (6-(4-fluorobenzoyl)amino-3-amino-1,2,3,4-tetrahydro-9H-carbazole), C([O-])([O-])=O.[K+].[K+] (potassium carbonate). Run in CN(C=O)C (dimethylformamide), CN(C=O)C (dimethylform-amide). Reaction conditions: temperature 150 celsius, time 18 hour. The product is FC1=CC=C(C(=O)NC=2C=C3C=4CC(CCC4NC3=CC2)NCCC=2C=NN(C2)C)C=C1 (6-(4-fluorobenzoyl)amino-3-(2-(1-methyl-1H-pyrazol-4-yl)ethyl)amino-1,2,3,4-tetrahydro-9H-carbazole). Isolated yield 33.6%. Reaction SMILES: [F:1][C:2]1[CH:24]=[CH:23][C:5]([C:6]([NH:8][C:9]2[CH:10]=[C:11]3[C:19](=[CH:20][CH:21]=2)[NH:18][C:17]2[CH2:16][CH2:15][CH:14]([NH2:22])[CH2:13][C:12]3=2)=[O:7])=[CH:4][CH:3]=1.C(=O)([O-])[O-].[K+].[K+].[CH3:31][N:32]1[CH:36]=[C:35]([CH2:37][CH2:38]OS(C)(=O)=O)[CH:34]=[N:33]1>CN(C)C=O>[F:1][C:2]1[CH:3]=[CH:4][C:5]([C:6]([NH:8][C:9]2[CH:10]=[C:11]3[C:19](=[CH:20][CH:21]=2)[NH:18][C:17]2[CH2:16][CH2:15][CH:14]([NH:22][CH2:38][CH2:37][C:35]4[CH:34]=[N:33][N:32]([CH3:31])[CH:36]=4)[CH2:13][C:12]3=2)=[O:7])=[CH:23][CH:24]=1 |f:1.2.3|. Procedure details: To a mixture of 0.40 gm (1.24 mMol) 6-(4-fluorobenzoyl)amino-3-amino-1,2,3,4-tetrahydro-9H-carbazole and 0.257 gm (1.86 mMol) potassium carbonate in 8.0 mL dimethylform-amide were added 0.303 gm (1.49 mMol) 2-(1-methyl-1H-pyrazol-4-yl)-1-mesyloxyethane in 2.0 mL dimethylformamide and the mixture was stirred at 60°-75° C. for 18 hours. An additional 0.101 gm (0.50 mMol) 2-(1-methyl-1H-pyrazol-4-yl)-1-mesyloxyethane were added and the reaction heated to 150° C. After 1.5 hours the reaction mixture... Product: CN(C(CCCCCCCCCCC)=O)CCOC(C1=CC=CC=C1)=O (N-methyl-N-(2-benzoyloxyethyl)lauramide). As a reaction SMILES: [CH3:1][N:2]([CH2:16][CH2:17][OH:18])[C:3](=[O:15])[CH2:4][CH2:5][CH2:6][CH2:7][CH2:8][CH2:9][CH2:10][CH2:11][CH2:12][CH2:13][CH3:14].[C:19](Cl)(=[O:26])[C:20]1[CH:25]=[CH:24][CH:23]=[CH:22][CH:21]=1>>[CH3:1][N:2]([CH2:16][CH2:17][O:18][C:19](=[O:26])[C:20]1[CH:25]=[CH:24][CH:23]=[CH:22][CH:21]=1)[C:3](=[O:15])[CH2:4][CH2:5][CH2:6][CH2:7][CH2:8][CH2:9][CH2:10][CH2:11][CH2:12][CH2:13][CH3:14]. Procedure details: N-methyl-N-(2-benzoyloxyethyl)lauramide was prepared by the procedure of example 1 from 26 gms. (0.1 mole) of N-methyl-N-(2-hydroxyethyl)lauramide and 14 gms. (0.1 mole) of benzoyl chloride. The structure of the final product was characterized on the basis of IR and NMR spectral analyses as described in example 1. Starting materials: CN(C(CCCCCCCCCCC)=O)CCO (N-methyl-N-(2-hydroxyethyl)lauramide), C(C1=CC=CC=C1)(=O)Cl (benzoyl chloride). Starting materials: N(=[N+]=[N-])C1CCC=2N(C3=CC=CC=C3C2CC(=O)OCCC)C1 (propyl (7-azido-6,7,8,9-tetrahydropyrido[1,2-α]indol-10-yl)acetate), C(#C)C1=CC=C(N(C)C)C=C1 (4-ethynyl-N,N-dimethylaniline). Product: CN(C1=CC=C(C=C1)C=1N=NN(C1)C1CCC=2N(C3=CC=CC=C3C2CC(=O)O)C1)C ({7-[4-(4-Dimethylamino-phenyl)-[1,2,3]triazol-1-yl]-6,7,8,9-tetrahydropyrido[1,2-α]indol-10-yl}-acetic acid). As a reaction SMILES: [N:1]([CH:4]1[CH2:23][N:8]2[C:9]3[C:14]([C:15]([CH2:16][C:17]([O:19]CCC)=[O:18])=[C:7]2[CH2:6][CH2:5]1)=[CH:13][CH:12]=[CH:11][CH:10]=3)=[N+:2]=[N-:3].[C:24]([C:26]1[CH:34]=[CH:33][C:29]([N:30]([CH3:32])[CH3:31])=[CH:28][CH:27]=1)#[CH:25]>>[CH3:31][N:30]([CH3:32])[C:29]1[CH:33]=[CH:34][C:26]([C:24]2[N:3]=[N:2][N:1]([CH:4]3[CH2:23][N:8]4[C:9]5[C:14]([C:15]([CH2:16][C:17]([OH:19])=[O:18])=[C:7]4[CH2:6][CH2:5]3)=[CH:13][CH:12]=[CH:11][CH:10]=5)[CH:25]=2)=[CH:27][CH:28]=1. Procedure: The title compound was prepared using procedures described in EXAMPLE 1 from propyl (7-azido-6,7,8,9-tetrahydropyrido[1,2-α]indol-10-yl)acetate and 4-ethynyl-N,N-dimethylaniline. MS (+ESI) m/z: 416.2. Reactants: C(C)N(CC)CCN (diethylaminoethylamine), C(C)S(=O)(=O)N(CCCCC(=O)O)C1CC(OC2=CC=C(C=C12)C)(C)C (5-[ethylsulfonyl-(2,2,6-trimethylchroman-4-yl)amino]pentanoic acid), C=1C=CC2=C(C1)N=NN2O (HOBT), C1CCC(CC1)N=C=NC2CCCCC2 (DCC). The solvent is CC(OCC)=O (EA), O (water), CN(C)C=O (DMF). Run at time 8 hour. Product: C(C)N(CCNC(CCCCN(C1CC(OC2=CC=C(C=C12)C)(C)C)S(=O)(=O)CC)=O)CC (5-[ethylsulfonyl-(2,2,6-trimethylchroman-4-yl)amino]pentanoic acid (2-diethylaminoethyl)amide). Yield: 79.8%. Reaction SMILES: [CH2:1]([S:3]([N:6]([CH:14]1[C:23]2[C:18](=[CH:19][CH:20]=[C:21]([CH3:24])[CH:22]=2)[O:17][C:16]([CH3:26])([CH3:25])[CH2:15]1)[CH2:7][CH2:8][CH2:9][CH2:10][C:11](O)=[O:12])(=[O:5])=[O:4])[CH3:2].C1C=CC2N(O)N=NC=2C=1.C1CCC(N=C=NC2CCCCC2)CC1.[CH2:52]([N:54]([CH2:57][CH2:58][NH2:59])[CH2:55][CH3:56])[CH3:53]>CN(C=O)C.CC(=O)OCC.O>[CH2:52]([N:54]([CH2:55][CH3:56])[CH2:57][CH2:58][NH:59][C:11](=[O:12])[CH2:10][CH2:9][CH2:8][CH2:7][N:6]([S:3]([CH2:1][CH3:2])(=[O:5])=[O:4])[CH:14]1[C:23]2[C:18](=[CH:19][CH:20]=[C:21]([CH3:24])[CH:22]=2)[O:17][C:16]([CH3:26])([CH3:25])[CH2:15]1)[CH3:53]. Procedure details: A solution of 0.3 g (0.78 mmol) of 5-[ethylsulfonyl-(2,2,6-trimethylchroman-4-yl)amino]pentanoic acid, 0.11 g (0.78 mmol) of HOBT and 0.18 g (0.86 mmol) of DCC in 4 ml of DMF is stirred at 0° C. for 1 h. 0.09 g (0.78 mmol) of diethylaminoethylamine is then added and the mixture is stirred overnight at RT. It is treated with 50 ml of water and 50 ml of EA, and the organic phase is washed twice with 25 ml each of saturated sodium bicarbonate solution and additionally twice with water. After drying...